This data is from the Open Reaction Database (ORD), a public repository of structured organic reaction records. The task is: describe an organic reaction: reactants, conditions, products, and yield The reactants are CCC1CCC(N)C(c2ccccc2)N1, CCC1CCC(N)C(c2ccccc2)N1, CCC1CCC(N)C(c2ccccc2)N1, COc1cc2c(cc1C=O)N(C)C(=O)CC2. Yields the product CCC1CCC(NCc2cc3c(cc2OC)CCC(=O)N3C)C(c2ccccc2)N1. RXN SMILES: [CH2:16]([CH:17]1[NH:18][CH:19]([c:20]2[cH:21][cH:22][cH:23][cH:24][cH:25]2)[CH:26]([NH2:27])[CH2:28][CH2:29]1)[CH3:30].[CH2:1]([CH3:2])[CH:3]1[CH2:4][CH2:5][CH:6]([NH2:15])[CH:7]([c:9]2[cH:10][cH:11][cH:12][cH:13][cH:14]2)[NH:8]1.[CH2:31]([CH:32]1[NH:33][CH:34]([c:35]2[cH:36][cH:37][cH:38][cH:39][cH:40]2)[CH:41]([NH2:42])[CH2:43][CH2:44]1)[CH3:45].[CH3:46][O:47][c:48]1[cH:49][c:50]2[c:55]([cH:56][c:57]1[CH:58]=[O:59])[N:54]([CH3:60])[C:53](=[O:61])[CH2:52][CH2:51]2>>[CH2:1]([CH3:2])[CH:3]1[CH2:4][CH2:5][CH:6]([NH:15][CH2:58][c:57]2[c:48]([O:47][CH3:46])[cH:49][c:50]3[c:55]([cH:56]2)[N:54]([CH3:60])[C:53](=[O:61])[CH2:52][CH2:51]3)[CH:7]([c:9]2[cH:10][cH:11][cH:12][cH:13][cH:14]2)[NH:8]1. Reactants: CS(=O)(=O)OC(C1=C(C=CC=C1)OC)C=1C=NC(=CC1)NC(=O)C1(CC1)C1=CC2=C(OCO2)C=C1 ((6-(1-(benzo[d][1,3]dioxol-5-yl)cyclopropanecarboxamido)pyridin-3-yl)(2-methoxyphenyl)methyl methanesulfonate), COCCN1CCNCC1 (1-(2-methoxyethyl)piperazine), O1COC2=C1C=CC(=C2)C2(CC2)C(=O)NC2=NC=C(C=C2)C(C2=C(C=CC=C2)OC)N(C)C (1-(benzo[d][1,3]dioxol-5-yl)-N-(5-((dimethylamino)(2-methoxyphenyl)methyl)pyridin-2-yl)cyclopropanecarboxamide). The product is O1COC2=C1C=CC(=C2)C2(CC2)C(=O)NC2=NC=C(C=C2)C(C2=C(C=CC=C2)OC)N2CCN(CC2)CCO (1-(Benzo[d][1,3]dioxol-5-yl)-N-(5-((4-(2-hydroxyethyl)piperazin-1-yl)(2-methoxyphenyl)methyl)pyridin-2-yl)cyclopropanecarboxamide). As a reaction SMILES: CS(O[CH:6]([C:15]1[CH:16]=[N:17][C:18]([NH:21][C:22]([C:24]2([C:27]3[CH:35]=[CH:34][C:30]4[O:31][CH2:32][O:33][C:29]=4[CH:28]=3)[CH2:26][CH2:25]2)=[O:23])=[CH:19][CH:20]=1)[C:7]1[CH:12]=[CH:11][CH:10]=[CH:9][C:8]=1[O:13][CH3:14])(=O)=O.C[O:37][CH2:38][CH2:39][N:40]1[CH2:45][CH2:44][NH:43][CH2:42][CH2:41]1.O1C2C=CC(C3(C(NC4C=CC(C(N(C)C)C5C=CC=CC=5OC)=CN=4)=O)CC3)=CC=2OC1>>[O:31]1[C:30]2[CH:34]=[CH:35][C:27]([C:24]3([C:22]([NH:21][C:18]4[CH:19]=[CH:20][C:15]([CH:6]([N:43]5[CH2:44][CH2:45][N:40]([CH2:39][CH2:38][OH:37])[CH2:41][CH2:42]5)[C:7]5[CH:12]=[CH:11][CH:10]=[CH:9][C:8]=5[O:13][CH3:14])=[CH:16][N:17]=4)=[O:23])[CH2:25][CH2:26]3)=[CH:28][C:29]=2[O:33][CH2:32]1. Procedure details: 1-(Benzo[d][1,3]dioxol-5-yl)-N-(5-((4-(2-hydroxyethyl)piperazin-1-yl)(2-methoxyphenyl)methyl)pyridin-2-yl)cyclopropanecarboxamide was prepared from (6-(1-(benzo[d][1,3]dioxol-5-yl)cyclopropanecarboxamido)pyridin-3-yl)(2-methoxyphenyl)methyl methanesulfonate and 1-(2-methoxyethyl)piperazine in a manner analogous to that of 1-(benzo[d][1,3]dioxol-5-yl)-N-(5-((dimethylamino)(2-methoxyphenyl)methyl)pyridin-2-yl)cyclopropanecarboxamide. Reactants: CC(=O)Cc1ccc(OCc2cc(=O)c(O)co2)cc1, NCC(O)c1cc(Cl)c(N)c(Cl)c1, c1ccccc1. Product: CC(Cc1ccc(OCc2cc(=O)c(O)co2)cc1)NCC(O)c1cc(Cl)c(N)c(Cl)c1. RXN SMILES: [CH2:1]([C:2](=[O:3])[CH3:4])[c:5]1[cH:6][cH:7][c:8]([O:9][CH2:10][c:11]2[o:12][cH:13][c:14]([OH:18])[c:15](=[O:17])[cH:16]2)[cH:19][cH:20]1.[NH2:21][c:22]1[c:23]([Cl:33])[cH:24][c:25]([CH:29]([CH2:30][NH2:31])[OH:32])[cH:26][c:27]1[Cl:28].[cH:34]1[cH:35][cH:36][cH:37][cH:38][cH:39]1>>[CH2:1]([CH:2]([CH3:4])[NH:31][CH2:30][CH:29]([c:25]1[cH:24][c:23]([Cl:33])[c:22]([NH2:21])[c:27]([Cl:28])[cH:26]1)[OH:32])[c:5]1[cH:6][cH:7][c:8]([O:9][CH2:10][c:11]2[o:12][cH:13][c:14]([OH:18])[c:15](=[O:17])[cH:16]2)[cH:19][cH:20]1. The reactants are C1COCCN1, C[Si](C)(C)N=C=O, CC(C)O. The product is NC(=O)N1CCOCC1. As a reaction SMILES: [CH2:1]1[CH2:2][O:3][CH2:4][CH2:5][NH:6]1.[CH3:7][Si:8]([CH3:9])([CH3:10])[N:11]=[C:12]=[O:13].[CH:14]([OH:15])([CH3:16])[CH3:17]>>[CH2:1]1[CH2:2][O:3][CH2:4][CH2:5][N:6]1[C:12]([NH2:11])=[O:13]. Starting materials: C[C@H]1N(CCN(C1)CC1=CC=C(C=C1)[N+](=O)[O-])C(=O)OC(C)(C)C (1,1-Dimethylethyl (2R)-2-methyl-4-[(4-nitrophenyl)methyl]-1-piperazinecarboxylate), [OH-].[K+] (KOH), NC1=CC=C(C=C1)CN1C[C@@H](N(CC1)C(=O)OC(C)(C)C)C (1,1-Dimethylethyl (2S)-4-[(4-aminophenyl)methyl]-2-methyl-1-piperazinecarboxylate), [OH-].[K+] (KOH). Run at time 40 minute. Product: NC1=CC=C(C=C1)CN1C[C@H](N(CC1)C(=O)OC(C)(C)C)C (1,1-Dimethylethyl (2R)-4-[(4-aminophenyl)methyl]-2-methyl-1-piperazinecarboxylate). As a reaction SMILES: [CH3:1][C@@H:2]1[CH2:7][N:6]([CH2:8][C:9]2[CH:14]=[CH:13][C:12]([N+:15]([O-])=O)=[CH:11][CH:10]=2)[CH2:5][CH2:4][N:3]1[C:18]([O:20][C:21]([CH3:24])([CH3:23])[CH3:22])=[O:19].NC1C=CC(CN2CCN(C(OC(C)(C)C)=O)[C@@H](C)C2)=CC=1.[OH-].[K+]>>[NH2:15][C:12]1[CH:13]=[CH:14][C:9]([CH2:8][N:6]2[CH2:5][CH2:4][N:3]([C:18]([O:20][C:21]([CH3:24])([CH3:23])[CH3:22])=[O:19])[C@H:2]([CH3:1])[CH2:7]2)=[CH:10][CH:11]=1 |f:2.3|. Procedure: The title compound was prepared from 1,1-dimethylethyl (2R)-2-methyl-4-[(4-nitrophenyl)methyl]-1-piperazinecarboxylate (D4) using a method similar to that described for D2 in Description 2 although aq. 2M KOH solution was used in place of solid KOH and the reaction time was 40 minutes. MS (ES): MH+ 306.2, MNa+ 328.2. The reactants are C1(=CC=C(C=C1)S(=O)(=O)Cl)C (p-toluenesulfonyl chloride), COC([C@@H]1N(C[C@@H](C1)O)C(=O)OC(C)(C)C)=O (N-tert-butoxycarbonyl-cis-4-hydroxy-D-proline methyl ester). Reagents/catalysts: CN(C1=CC=NC=C1)C (4-Dimethylaminopyridine). Run in ClCCl (dichloromethane). Run at time 4 hour. Yields the product COC([C@@H]1N(C[C@@H](C1)OS(=O)(=O)C1=CC=C(C=C1)C)C(=O)OC(C)(C)C)=O (N-tert-Butoxycarbonyl-cis-4-(p-Toluenesulfonyloxy)-D-Proline Methyl Ester). Reaction SMILES: [C:1]1([CH3:11])[CH:6]=[CH:5][C:4]([S:7](Cl)(=[O:9])=[O:8])=[CH:3][CH:2]=1.[CH3:12][O:13][C:14](=[O:28])[C@H:15]1[CH2:19][C@@H:18]([OH:20])[CH2:17][N:16]1[C:21]([O:23][C:24]([CH3:27])([CH3:26])[CH3:25])=[O:22]>CN(C)C1C=CN=CC=1.ClCCl>[CH3:12][O:13][C:14](=[O:28])[C@H:15]1[CH2:19][C@@H:18]([O:20][S:7]([C:4]2[CH:5]=[CH:6][C:1]([CH3:11])=[CH:2][CH:3]=2)(=[O:9])=[O:8])[CH2:17][N:16]1[C:21]([O:23][C:24]([CH3:25])([CH3:27])[CH3:26])=[O:22]. Procedure: 4-Dimethylaminopyridine (1.21 g) and p-toluenesulfonyl chloride (1.51 g) were added to a solution of N-tert-butoxycarbonyl-cis-4-hydroxy-D-proline methyl ester (A, 971 mg) in dichloromethane (20 mL). After stirrng at room temperature for 4 hr, the solvent was removed in vacuo. The residue was diluted with ethyl acetate, and washed with 10% citric acid, water, and brine. The organic layer was dried over anhydrous sodium sulfate and evaporated in vacuo. The residue was purified by silica gel colum...